This data is from the Open Reaction Database (ORD), a public repository of structured organic reaction records. The task is: describe an organic reaction: reactants, conditions, products, and yield Starting materials: OC1=C(C=C(C=C1)CCCCC(=O)OCC)OC (ethyl 5-(4-hydroxy-3-methoxyphenyl)pentanoate), C(C1=CC=CC=C1)Br (benzyl bromide), C([O-])([O-])=O.[K+].[K+] (potassium carbonate). Run in CN(C=O)C (N,N-dimethylformamide). Run at temperature 90 celsius, time 15 hour. Yields the product C(C1=CC=CC=C1)OC1=C(C=C(C=C1)CCCCC(=O)OCC)OC (ethyl 5-(4-benzyloxy-3-methoxyphenyl)pentanoate). The yield is 83.5%. As a reaction SMILES: [OH:1][C:2]1[CH:7]=[CH:6][C:5]([CH2:8][CH2:9][CH2:10][CH2:11][C:12]([O:14][CH2:15][CH3:16])=[O:13])=[CH:4][C:3]=1[O:17][CH3:18].[CH2:19](Br)[C:20]1[CH:25]=[CH:24][CH:23]=[CH:22][CH:21]=1.C(=O)([O-])[O-].[K+].[K+]>CN(C)C=O>[CH2:19]([O:1][C:2]1[CH:7]=[CH:6][C:5]([CH2:8][CH2:9][CH2:10][CH2:11][C:12]([O:14][CH2:15][CH3:16])=[O:13])=[CH:4][C:3]=1[O:17][CH3:18])[C:20]1[CH:25]=[CH:24][CH:23]=[CH:22][CH:21]=1 |f:2.3.4|. Reported procedure: A mixture of ethyl 5-(4-hydroxy-3-methoxyphenyl)pentanoate (27.92 g), benzyl bromide (20.82 g), potassium carbonate (22.9 g) and N,N-dimethylformamide (DMF) (140 ml) was stirred for 15 hours at 90° C. The reaction mixture was concentrated under reduced pressure. The residue was subjected to column chromatography on silica gel. From the fraction eluted with ethyl acetate-hexane (1:6, v/v), was obtained ethyl 5-(4-benzyloxy-3-methoxyphenyl)pentanoate (31.64 g, 84%), Reactants: C(CCC)[Sn](C(=C)OCC)(CCCC)CCCC (tributyl(1-ethoxyvinyl)tin), C(CCC)[Sn](C(=C)OCC)(CCCC)CCCC (tributyl(1-ethoxyvinyl)tin), C(C)OC=1C(=CC=2C(=CCC(C2C1)(C)C)C(C)C)C(C)=O (1-(3-ethoxy-8-isopropyl-5,5-dimethyl-5,6-dihydro-naphthalen-2-yl)-ethanone). Yields the product C(C)OC=1C(=CC=2C=CCC(C2C1)(C)C)C(C)=O (1-(3-Ethoxy-5,5-dimethyl-5,6-dihydro-naphthalen-2-yl)-ethanone). Reported procedure: To a solution of mixture B (2.18 g, 7.21 mmol) in THF (40 mL) was added tributyl(1-ethoxyvinyl)tin (3.66 mL, 10.8 mmol). After the mixture was degassed via bubbling argon for 30 min, dichlorobis(triphenylphosphine)palladium (II) (0.25 g, 0.05 mmol) was added. The reaction mixture was heated to reflux for 48 h. Because the reaction was incomplete via TLC, another 0.5 eq tributyl(1-ethoxyvinyl)tin and 0.05 eq dichlorobis(triphenylphosphine)palladium (II) were added and the mixture was heated at re... As a reaction SMILES: C([Sn](CCCC)(CCCC)C(OCC)=C)CCC.[CH2:19]([O:21][C:22]1[C:23]([C:37](=[O:39])[CH3:38])=[CH:24][C:25]2[C:26](C(C)C)=[CH:27][CH2:28][C:29]([CH3:33])([CH3:32])[C:30]=2[CH:31]=1)[CH3:20]>C1COCC1.Cl[Pd](Cl)([P](C1C=CC=CC=1)(C1C=CC=CC=1)C1C=CC=CC=1)[P](C1C=CC=CC=1)(C1C=CC=CC=1)C1C=CC=CC=1>[CH2:19]([O:21][C:22]1[C:23]([C:37](=[O:39])[CH3:38])=[CH:24][C:25]2[CH:26]=[CH:27][CH2:28][C:29]([CH3:32])([CH3:33])[C:30]=2[CH:31]=1)[CH3:20] |^1:47,66|. Run in C1CCOC1 (THF). Reagents/catalysts: Cl[Pd]([P](C1=CC=CC=C1)(C2=CC=CC=C2)C3=CC=CC=C3)([P](C4=CC=CC=C4)(C5=CC=CC=C5)C6=CC=CC=C6)Cl (dichlorobis(triphenylphosphine)palladium), Cl[Pd]([P](C1=CC=CC=C1)(C2=CC=CC=C2)C3=CC=CC=C3)([P](C4=CC=CC=C4)(C5=CC=CC=C5)C6=CC=CC=C6)Cl (dichlorobis(triphenylphosphine)palladium). Conditions: time 30 minute. Starting materials: COC(C1=C(N=C(C(=C1)OC(C)=O)C)C(NC(C(C)C)(C)C(N)=O)=O)=O (5-acetoxy-2-(1-carbamoyl-1,2-dimethylpropyl-carbamoyl)-6-methyl-nicotinic acid methyl ester), P(Cl)(Cl)(Cl)(Cl)Cl (phosphorus pentachloride), C([O-])([O-])=O.[Na+].[Na+] (sodium carbonate). Run in O=P(Cl)(Cl)Cl (phosphoroxychloride). Yields the product COC(C1=C(N=C(C(=C1)O)C)C=1NC(C(N1)(C)C(C)C)=O)=O (5-hydroxy-2-(4-isopropyl-4-methyl-5-oxo-2-imidazolin-2-yl)-6-methyl-nicotinic acid methyl ester). As a reaction SMILES: [CH3:1][O:2][C:3](=[O:26])[C:4]1[CH:9]=[C:8]([O:10]C(=O)C)[C:7]([CH3:14])=[N:6][C:5]=1[C:15](=O)[NH:16][C:17]([C:22](=[O:24])[NH2:23])([CH3:21])[CH:18]([CH3:20])[CH3:19].P(Cl)(Cl)(Cl)(Cl)Cl.C(=O)([O-])[O-].[Na+].[Na+]>O=P(Cl)(Cl)Cl>[CH3:1][O:2][C:3](=[O:26])[C:4]1[CH:9]=[C:8]([OH:10])[C:7]([CH3:14])=[N:6][C:5]=1[C:15]1[NH:23][C:22](=[O:24])[C:17]([CH:18]([CH3:20])[CH3:19])([CH3:21])[N:16]=1 |f:2.3.4|. Procedure details: A solution of 47 g (0.129 mol) 5-acetoxy-2-(1-carbamoyl-1,2-dimethylpropyl-carbamoyl)-6-methyl-nicotinic acid methyl ester and 93.8 g phosphorus pentachloride in 470 ml phosphoroxychloride is stirred 12 hours at room temperature. The solution is then hydrolysed with ice and neutralized with sodium carbonate. The product is extracted with ethyl acetate, the extract is then dried across magnesium sulfate and compressed. The crude product is recrystallized from ethyl acetate/isopropyl ester.